Dataset: the Open Reaction Database (ORD), a public repository of structured organic reaction records. Task: describe an organic reaction: reactants, conditions, products, and yield The reactants are C(C)OC(O[C@@H]1C=C[C@@H](C1)N1C2=NC(=NC(=C2N=C1)NC(C1=CC=C(C=C1)OC)C1=CC=C(C=C1)OC)Cl)=O (Carbonic acid (1S,4R)-4-(6-{[bis-(4-methoxy-phenyl)-methyl]-amino}-2-chloro-purin-9-yl)-cyclopent-2-enyl ester ethyl ester), N(C(=O)OC(C)(C)C)C(=O)OC(C)(C)C (di-t-butyl iminodicarboxylate), C1(=CC=CC=C1)P(C1=CC=CC=C1)C1=CC=CC=C1 (triphenylphosphine). Reagents/catalysts: C=1C=CC(=CC1)[P](C=2C=CC=CC2)(C=3C=CC=CC3)[Pd]([P](C=4C=CC=CC4)(C=5C=CC=CC5)C=6C=CC=CC6)([P](C=7C=CC=CC7)(C=8C=CC=CC8)C=9C=CC=CC9)[P](C=1C=CC=CC1)(C=1C=CC=CC1)C=1C=CC=CC1 (tetrakis(triphenylphosphine)palladium(0)). Conditions: time 3 hour. Product: COC1=CC=C(C=C1)C(C1=CC=C(C=C1)OC)NC1=C2N=CN(C2=NC(=N1)Cl)[C@H]1C=C[C@H](C1)N(C(=O)OC(C)(C)C)C(=O)OC(C)(C)C ([Bis-(4-methoxy-phenyl)-methyl]-{2-chloro-9-[(1R,4S)-4-(di-Boc-amino)-cyclopent-2-enyl]-9H-purin-6-yl}-amine). RXN SMILES: C(OC(=O)O[C@H:6]1[CH2:10][C@@H:9]([N:11]2[CH:19]=[N:18][C:17]3[C:12]2=[N:13][C:14]([Cl:38])=[N:15][C:16]=3[NH:20][CH:21]([C:30]2[CH:35]=[CH:34][C:33]([O:36][CH3:37])=[CH:32][CH:31]=2)[C:22]2[CH:27]=[CH:26][C:25]([O:28][CH3:29])=[CH:24][CH:23]=2)[CH:8]=[CH:7]1)C.[NH:40]([C:48]([O:50][C:51]([CH3:54])([CH3:53])[CH3:52])=[O:49])[C:41]([O:43][C:44]([CH3:47])([CH3:46])[CH3:45])=[O:42].C1(P(C2C=CC=CC=2)C2C=CC=CC=2)C=CC=CC=1>C1C=CC([P]([Pd]([P](C2C=CC=CC=2)(C2C=CC=CC=2)C2C=CC=CC=2)([P](C2C=CC=CC=2)(C2C=CC=CC=2)C2C=CC=CC=2)[P](C2C=CC=CC=2)(C2C=CC=CC=2)C2C=CC=CC=2)(C2C=CC=CC=2)C2C=CC=CC=2)=CC=1>[CH3:29][O:28][C:25]1[CH:24]=[CH:23][C:22]([CH:21]([NH:20][C:16]2[N:15]=[C:14]([Cl:38])[N:13]=[C:12]3[C:17]=2[N:18]=[CH:19][N:11]3[C@@H:9]2[CH2:10][C@H:6]([N:40]([C:41]([O:43][C:44]([CH3:47])([CH3:46])[CH3:45])=[O:42])[C:48]([O:50][C:51]([CH3:52])([CH3:53])[CH3:54])=[O:49])[CH:7]=[CH:8]2)[C:30]2[CH:31]=[CH:32][C:33]([O:36][CH3:37])=[CH:34][CH:35]=2)=[CH:27][CH:26]=1 |^1:77,79,98,117|. Procedure details: Carbonic acid (1S,4R)-4-(6-{[bis-(4-methoxy-phenyl)-methyl]-amino}-2-chloro-purin-9-yl)-cyclopent-2-enyl ester ethyl ester (2.00 g, 3.64 mmol), di-t-butyl iminodicarboxylate (0.87 g, 4.00 mmol) and triphenylphosphine (0.14 g, 0.55 mmol) are placed in an oven-dried flask under an atmosphere of argon. Dry deoxygenated THF (20 ml) is added followed by tetrakis(triphenylphosphine)palladium(0) (0.21 g, 0.18 mmol) and the mixture is stirred at room temperature. The reaction is shown to be complete by ... The reactants are CC=1C(=NNC1)C1=CC=CC=C1 (4-methyl-3-phenylpyrazole), BrC(C(=O)N(C)C)CC (2-bromo-N,N-dimethylbutyramide), ClC(C(=O)N(C)C)C (2-chloro-N,N-dimethylpropionamide). The product is C(C)C(C(=O)N(C)C)N1N=C(C=C1C)C1=CC=CC=C1 (α-ethyl-N,N,5-trimethyl-3-phenylpyrazole-1-acetamide). RXN SMILES: C[C:2]1[C:3]([C:7]2[CH:12]=[CH:11][CH:10]=[CH:9][CH:8]=2)=[N:4][NH:5][CH:6]=1.Br[CH:14]([CH2:20][CH3:21])[C:15]([N:17]([CH3:19])[CH3:18])=[O:16].Cl[CH:23](C)C(N(C)C)=O>>[CH2:20]([CH:14]([N:5]1[C:6]([CH3:23])=[CH:2][C:3]([C:7]2[CH:8]=[CH:9][CH:10]=[CH:11][CH:12]=2)=[N:4]1)[C:15]([N:17]([CH3:19])[CH3:18])=[O:16])[CH3:21]. Reported procedure: Following the procedure of Example 1, but substituting 3-methyl-5-phenylpyrazole for 4-methyl-3-phenylpyrazole and 2-bromo-N,N-dimethylbutyramide for 2-chloro-N,N-dimethylpropionamide there was obtained α-ethyl-N,N,5-trimethyl-3-phenylpyrazole-1-acetamide having a melting point of 117°-119.5° C.